From a dataset of the Open Reaction Database (ORD), a public repository of structured organic reaction records. describe an organic reaction: reactants, conditions, products, and yield The reactants are Clc1ccc2[nH]cc(C3CCNCC3)c2c1, C1COCCO1, CN(C)C1(c2ccccc2)CCC(NC(=O)Oc2ccccc2)CC1. Yields the product CN(C)C1(c2ccccc2)CCC(NC(=O)N2CCC(c3c[nH]c4ccc(Cl)cc34)CC2)CC1. RXN SMILES: [Cl:26][c:27]1[cH:28][c:29]2[c:30]([CH:36]3[CH2:37][CH2:38][NH:39][CH2:40][CH2:41]3)[cH:31][nH:32][c:33]2[cH:34][cH:35]1.[O:42]1[CH2:43][CH2:44][O:45][CH2:46][CH2:47]1.[c:1]1([O:2][C:8]([NH:9][CH:10]2[CH2:11][CH2:12][C:13]([c:16]3[cH:17][cH:18][cH:19][cH:20][cH:21]3)([N:22]([CH3:23])[CH3:24])[CH2:14][CH2:15]2)=[O:25])[cH:3][cH:4][cH:5][cH:6][cH:7]1>>[C:8]([NH:9][CH:10]1[CH2:11][CH2:12][C:13]([c:16]2[cH:17][cH:18][cH:19][cH:20][cH:21]2)([N:22]([CH3:23])[CH3:24])[CH2:14][CH2:15]1)(=[O:25])[N:39]1[CH2:38][CH2:37][CH:36]([c:30]2[c:29]3[cH:28][c:27]([Cl:26])[cH:35][cH:34][c:33]3[nH:32][cH:31]2)[CH2:41][CH2:40]1. The reactants are [OH-].[Na+] (sodium hydroxide), ClC=1C=C(C(=O)Cl)C=CN1 (2-chloroisonicotinoyl chloride), CCOCC (ether), S(=O)(=O)(O)O.NCC#N (aminoacetonitrile sulfate). Run in O (Water), C(C)(=O)OCC (ethyl acetate), O (water). Conditions: time 1 hour. The product is C(#N)CNC(C1=CC(=NC=C1)Cl)=O (N-(cyanomethyl)-2-chloroisonicotinamide). Isolated yield 81.2%. Reaction SMILES: [OH-].[Na+].S(O)(O)(=O)=O.[NH2:8][CH2:9][C:10]#[N:11].[Cl:12][C:13]1[CH:14]=[C:15]([CH:19]=[CH:20][N:21]=1)[C:16](Cl)=[O:17].CCOCC>O.C(OCC)(=O)C>[C:10]([CH2:9][NH:8][C:16](=[O:17])[C:15]1[CH:19]=[CH:20][N:21]=[C:13]([Cl:12])[CH:14]=1)#[N:11] |f:0.1,2.3|. Procedure details: 2.4 g (0.056 mol) of sodium hydroxide was dissolved in 24 ml of water. 3.6 g (0.017 mol) of aminoacetonitrile sulfate was added to the solution and the mixture was stirred at room temperature for 1 h and then cooled to 5° C. or below. A liquid mixture of 3.0 g (0.017 mol) of 2-chloroisonicotinoyl chloride and 30 ml of ether was added dropwise thereto at 5° C. or below lest unfavorable heat generation should occur. The mixture was then stirred at room temperature for 2 h to conduct a reaction. Wa... Starting materials: COC(CC1=C(C=C(C=C1)C#CC1=CC=2C(CCC(C2C(=C1)OC)N(C)C1CC1)(C)C)F)=O ({4-[5-(cyclopropyl-methyl-amino)-4-methoxy-8,8-dimethyl-5,6,7,8-tetrahydro-naphthalen-2-ylethynyl]-2-fluoro-phenyl}-acetic acid methyl ester), COC(CC1=C(C=C(C=C1)C#CC1=CC=2C(CCC(C2C(=C1)OC)N(C)C1CC1)(C)C)F)=O ({4-[5-(cyclopropyl-methyl-amino)-4-methoxy-8,8-dimethyl-5,6,7,8-tetrahydro-naphthalen-2-ylethynyl]-2-fluoro-phenyl}-acetic acid methyl ester), solution, [OH-].[Li+] (lithium hydroxide). Solvent: CO (methanol), O1CCCC1 (tetrahydrofuran). Reaction conditions: time 2 hour. Yields the product C1(CC1)N(C1C=2C(=CC(=CC2C(CC1)(C)C)C#CC1=CC(=C(C=C1)CC(=O)O)F)OC)C ({4-[5-(Cyclopropyl-methyl-amino)-4-methoxy-8,8-dimethyl-5,6,7,8-tetrahydro-naphthalen-2-ylethynyl]-2-fluoro-phenyl}-acetic acid). Isolated yield 34.9%. RXN SMILES: C[O:2][C:3](=[O:33])[CH2:4][C:5]1[CH:10]=[CH:9][C:8]([C:11]#[C:12][C:13]2[CH:22]=[C:21]([O:23][CH3:24])[C:20]3[CH:19]([N:25]([CH:27]4[CH2:29][CH2:28]4)[CH3:26])[CH2:18][CH2:17][C:16]([CH3:31])([CH3:30])[C:15]=3[CH:14]=2)=[CH:7][C:6]=1[F:32].[OH-].[Li+]>CO.O1CCCC1>[CH:27]1([N:25]([CH3:26])[CH:19]2[CH2:18][CH2:17][C:16]([CH3:30])([CH3:31])[C:15]3[CH:14]=[C:13]([C:12]#[C:11][C:8]4[CH:9]=[CH:10][C:5]([CH2:4][C:3]([OH:33])=[O:2])=[C:6]([F:32])[CH:7]=4)[CH:22]=[C:21]([O:23][CH3:24])[C:20]2=3)[CH2:28][CH2:29]1 |f:1.2|. Reported procedure: A solution of {4-[5-(cyclopropyl-methyl-amino)-4-methoxy-8,8-dimethyl-5,6,7,8-tetrahydro-naphthalen-2-ylethynyl]-2-fluoro-phenyl}-acetic acid methyl ester (Intermediate 83, 0.12 g, 0.27 mmol) in methanol (4 mL) and tetrahydrofuran (4 mL) was treated with a 2 M solution of lithium hydroxide (2 mL, 4 mmol) and the resulting reaction mixture was stirred at ambient temperature-for-2 h. The reaction mixture was concentrated, neutralized with ammonium chloride and extracted with ethyl acetate. The org... Reactants: CCN=C=NCCCN(C)C, CN(C)C=O, Cl, CCOC(=O)c1cn2nc(Oc3cccc(N)c3)ccc2n1, O=C(O)c1cccc(C(F)(F)F)c1, On1nnc2ccccc21. The product is CCOC(=O)c1cn2nc(Oc3cccc(NC(=O)c4cccc(C(F)(F)F)c4)c3)ccc2n1. Reaction SMILES: [CH2:47]([N:48]=[C:49]=[N:50][CH2:51][CH2:52][CH2:53][N:54]([CH3:55])[CH3:56])[CH3:57].[CH3:58][N:59]([CH3:60])[CH:61]=[O:62].[ClH:46].[NH2:1][c:2]1[cH:3][c:4]([O:5][c:6]2[cH:7][cH:8][c:9]3[n:10]([n:11]2)[cH:12][c:13]([C:15](=[O:16])[O:17][CH2:18][CH3:19])[n:14]3)[cH:20][cH:21][cH:22]1.[OH:23][C:24](=[O:25])[c:26]1[cH:27][cH:28][cH:29][c:30]([C:32]([F:33])([F:34])[F:35])[cH:31]1.[OH:36][n:37]1[c:38]2[cH:39][cH:40][cH:41][cH:42][c:43]2[n:44][n:45]1>>[NH:1]([c:2]1[cH:3][c:4]([O:5][c:6]2[cH:7][cH:8][c:9]3[n:10]([n:11]2)[cH:12][c:13]([C:15](=[O:16])[O:17][CH2:18][CH3:19])[n:14]3)[cH:20][cH:21][cH:22]1)[C:24](=[O:23])[c:26]1[cH:27][cH:28][cH:29][c:30]([C:32]([F:33])([F:34])[F:35])[cH:31]1. Procedure details: 1.3 g of 1-cyclopropylpiperazine and 2.2 g (20 mmol) of 1,4-diazabicyclo[2.2.2]octane are added to 2.8 g (10 mmol) of 7-chloro-1-cyclopropyl-6-fluoro-1,4-dihydro-4-oxo-3-quinolinecarboxylic acid in 25 ml of dimethyl sulphoxide, and the mixture is heated at 140° for 5 hours. 40 ml of water are added to the suspension and the precipitate is filtered off with suction, washed with water and boiled up with 20 ml of methanol. 1.2 g of 1-cyclopropyl-7-(4-cyclopropyl-1-piperazinyl)-6-fluoro-1,4-dihydro-... Reactants: O (water), C1(CC1)N1CCNCC1 (1-cyclopropylpiperazine), N12CCN(CC1)CC2 (1,4-diazabicyclo[2.2.2]octane), ClC1=C(C=C2C(C(=CN(C2=C1)C1CC1)C(=O)O)=O)F (7-chloro-1-cyclopropyl-6-fluoro-1,4-dihydro-4-oxo-3-quinolinecarboxylic acid). RXN SMILES: [CH:1]1([N:4]2[CH2:9][CH2:8][NH:7][CH2:6][CH2:5]2)[CH2:3][CH2:2]1.N12CCN(CC1)CC2.Cl[C:19]1[CH:28]=[C:27]2[C:22]([C:23](=[O:35])[C:24]([C:32]([OH:34])=[O:33])=[CH:25][N:26]2[CH:29]2[CH2:31][CH2:30]2)=[CH:21][C:20]=1[F:36].O>CS(C)=O>[CH:29]1([N:26]2[C:27]3[C:22](=[CH:21][C:20]([F:36])=[C:19]([N:7]4[CH2:8][CH2:9][N:4]([CH:1]5[CH2:3][CH2:2]5)[CH2:5][CH2:6]4)[CH:28]=3)[C:23](=[O:35])[C:24]([C:32]([OH:34])=[O:33])=[CH:25]2)[CH2:30][CH2:31]1. The yield is 32.3%. The product is C1(CC1)N1C=C(C(C2=CC(=C(C=C12)N1CCN(CC1)C1CC1)F)=O)C(=O)O (1-cyclopropyl-7-(4-cyclopropyl-1-piperazinyl)-6-fluoro-1,4-dihydro-4-oxo-3-quinolinecarboxylic acid). The solvent is CS(=O)C (dimethyl sulphoxide). Reactants: C(C)(C)(C)OC(=O)NC1=C(C=C(OC=2C=CC(=C(C2)N(C(OC(C)(C)C)=O)C)NC(COC2=CC=C(C=C2)CC2C(NC(S2)=O)=O)=O)C=C1C)C (t-butyl N-[5-(4-t-butoxycarbonylamino-3,5-dimethylphenoxy)-2-[4-(2,4dioxothiazolidin-5-ylmethyl)phenoxyacetylamino]phenyl]-N-methylcarbamate), Cl (hydrogen chloride). Solvent: O1CCOCC1 (1,4-dioxane). Reaction conditions: time 23 hour. Yields the product NC1=C(C=C(OC=2C=CC3=C(N(C(=N3)COC3=CC=C(CC4C(NC(S4)=O)=O)C=C3)C)C2)C=C1C)C (5-[4-[6-(4-Amino-3,5-dimethylphenoxy)-1-methyl-1H-benzimidazol-2-ylmethoxy]benzyl]thiazolidine-2,4-dione). The yield is 19.8%. Reaction SMILES: C(OC([NH:8][C:9]1[C:49]([CH3:50])=[CH:48][C:12]([O:13][C:14]2[CH:15]=[CH:16][C:17]([NH:29][C:30](=O)[CH2:31][O:32][C:33]3[CH:38]=[CH:37][C:36]([CH2:39][CH:40]4[S:44][C:43](=[O:45])[NH:42][C:41]4=[O:46])=[CH:35][CH:34]=3)=[C:18]([N:20]([CH3:28])C(=O)OC(C)(C)C)[CH:19]=2)=[CH:11][C:10]=1[CH3:51])=O)(C)(C)C.Cl>O1CCOCC1>[NH2:8][C:9]1[C:49]([CH3:50])=[CH:48][C:12]([O:13][C:14]2[CH:15]=[CH:16][C:17]3[N:29]=[C:30]([CH2:31][O:32][C:33]4[CH:34]=[CH:35][C:36]([CH2:39][CH:40]5[S:44][C:43](=[O:45])[NH:42][C:41]5=[O:46])=[CH:37][CH:38]=4)[N:20]([CH3:28])[C:18]=3[CH:19]=2)=[CH:11][C:10]=1[CH3:51]. Procedure details: A mixture of t-butyl N-[5-(4-t-butoxycarbonylamino-3,5-dimethylphenoxy)-2-[4-(2,4dioxothiazolidin-5-ylmethyl)phenoxyacetylamino]phenyl]-N-methylcarbamate (1.88 g) and 4N hydrogen chloride in 1,4-dioxane (20 ml) was stirred at room temperature for 23 hours. The reaction mixture was concentrated and water added to the residue. The mixture was neutralized with sodium bicarbonate and extracted with ethyl acetate. The extract was dried over anhydrous sodium sulfate and concentrated. The residue was c... The reactants are CC1=C(C=CC(=C1)C=1SC=C(N1)C)C1=CC=C(C=C1)C(=O)O (2'-methyl-4'-(4-methylthiazol-2-yl)biphenyl-4-carboxylic acid), CN1CCC2(CC1)COC1=CC=3CCNC3C=C12 (1'-methyl-2,3,6,7-tetrahydrospiro[furo[2,3-f]indole-3,4'-piperidine]). Product: CN1CCC2(CC1)COC1=CC=3CCN(C3C=C12)C(=O)C1=CC=C(C=C1)C1=C(C=C(C=C1)C=1SC=C(N1)C)C (1'-Methyl-5-(2'-methyl-4'-(4-methylthiazol-2-yl)biphenyl-4-carbonyl)-2,3,6,7-tetrahydrospiro[furo[2,3-f]indole-3,4'-piperidine]). Reaction SMILES: [CH3:1][C:2]1[CH:7]=[C:6]([C:8]2[S:9][CH:10]=[C:11]([CH3:13])[N:12]=2)[CH:5]=[CH:4][C:3]=1[C:14]1[CH:19]=[CH:18][C:17]([C:20](O)=[O:21])=[CH:16][CH:15]=1.[CH3:23][N:24]1[CH2:29][CH2:28][C:27]2([C:40]3[C:32](=[CH:33][C:34]4[CH2:35][CH2:36][NH:37][C:38]=4[CH:39]=3)[O:31][CH2:30]2)[CH2:26][CH2:25]1>>[CH3:23][N:24]1[CH2:25][CH2:26][C:27]2([C:40]3[C:32](=[CH:33][C:34]4[CH2:35][CH2:36][N:37]([C:20]([C:17]5[CH:16]=[CH:15][C:14]([C:3]6[CH:4]=[CH:5][C:6]([C:8]7[S:9][CH:10]=[C:11]([CH3:13])[N:12]=7)=[CH:7][C:2]=6[CH3:1])=[CH:19][CH:18]=5)=[O:21])[C:38]=4[CH:39]=3)[O:31][CH2:30]2)[CH2:28][CH2:29]1. Procedure details: The title compound was prepared from 2'-methyl-4'-(4-methylthiazol-2-yl)biphenyl-4-carboxylic acid (D40) and 1'-methyl-2,3,6,7-tetrahydrospiro [furo[2,3-f]indole-3,4'-piperidine] (D8), following the procedure of Example 1. The oxalate salt crystallised from acetone as a buff powder.